This data is from the Open Reaction Database (ORD), a public repository of structured organic reaction records. The task is: describe an organic reaction: reactants, conditions, products, and yield The reactants are E9, FC=1C=C(C=C(C1OC=1C=NC(=CC1)C(F)(F)F)F)CO ((3,5-difluoro-4-((6-(trifluoromethyl)pyridin-3-yl)oxy)phenyl)methanol), ClC=1C=C2N(C(N1)=O)C[C@@H](N2C(=O)OC(C)(C)C)C ((S)-tert-butyl 7-chloro-2-methyl-5-oxo-2,3-dihydroimidazo[1,2-c]pyrimidine-1(5H)-carboxylate). The product is FC=1C=C(COC=2C=C3N(C(N2)=O)C[C@@H](N3)C)C=C(C1OC=1C=NC(=CC1)C(F)(F)F)F ((S)-7-((3,5-difluoro-4-((6-(trifluoromethyl)pyridin-3-yl)oxy)benzyl)oxy)-2-methyl-2,3-dihydroimidazo[1,2-c]pyrimidin-5(1H)-one). Reaction SMILES: [F:1][C:2]1[CH:3]=[C:4]([CH2:20][OH:21])[CH:5]=[C:6]([F:19])[C:7]=1[O:8][C:9]1[CH:10]=[N:11][C:12]([C:15]([F:18])([F:17])[F:16])=[CH:13][CH:14]=1.Cl[C:23]1[CH:24]=[C:25]2[N:32](C(OC(C)(C)C)=O)[C@@H:31]([CH3:40])[CH2:30][N:26]2[C:27](=[O:29])[N:28]=1>>[F:1][C:2]1[CH:3]=[C:4]([CH:5]=[C:6]([F:19])[C:7]=1[O:8][C:9]1[CH:10]=[N:11][C:12]([C:15]([F:16])([F:17])[F:18])=[CH:13][CH:14]=1)[CH2:20][O:21][C:23]1[CH:24]=[C:25]2[NH:32][C@@H:31]([CH3:40])[CH2:30][N:26]2[C:27](=[O:29])[N:28]=1. Procedure: The title compound was prepared by a procedure similar to that described for E9 starting from (3,5-difluoro-4-((6-(trifluoromethyl)pyridin-3-yl)oxy)phenyl)methanol and (S)-tert-butyl 7-chloro-2-methyl-5-oxo-2,3-dihydroimidazo[1,2-c]pyrimidine-1(5H)-carboxylate. Reactants: BrN1C(CCC1=O)=O (N-Bromosuccinimide), [Na] (Sodium), CO (methanol), FC1=C(C=O)C=CC=C1 (2-Fluorobenzaldehyde), [Cl-].COC[P+](C1=CC=CC=C1)(C1=CC=CC=C1)C1=CC=CC=C1 ((Methoxymethyl)triphenylphosphonium chloride). Run at time 16 hour. Yields the product COC(C(Br)C1=C(C=CC=C1)F)OC (α-Bromo-2-fluorophenylacetaldehyde dimethyl acetal). RXN SMILES: [Na].[Cl-].[CH3:3][O:4][CH2:5][P+](C1C=CC=CC=1)(C1C=CC=CC=1)C1C=CC=CC=1.[F:25][C:26]1[CH:33]=[CH:32][CH:31]=[CH:30][C:27]=1[CH:28]=O.[Br:34]N1C(=O)CCC1=O.[CH3:42][OH:43]>>[CH3:42][O:43][CH:3]([O:4][CH3:5])[CH:28]([C:27]1[CH:30]=[CH:31][CH:32]=[CH:33][C:26]=1[F:25])[Br:34] |f:1.2,^1:0|. Procedure details: Sodium (2.53 g, 110 mmol) was dissolved in methanol (250 mL) and (Methoxymethyl)triphenylphosphonium chloride (37.71 g. 110 mmol) was added. After 5 min 2-Fluorobenzaldehyde (10.54 g, 100 mmol) was added and the mixture was allowed to stir for 16 h at reflux. After cooling, the reaction was filtered and concentrated in vacuo, the residue was triturated with hexane and refiltered. After removal of the solvent in vacuo, the residue was dissolved in 110 mL of methanol and treated with N-Bromosuccin... Starting materials: C(C1=CC=CC=C1)OC(=O)N1CCC(CC1)N=C=O ((1-Benzyloxycarbonylpiperidin-4-yl)isocyanate), CNC (dimethylamine), O (water), Cl (hydrochloric acid). Solvent: C1CCOC1 (THF). Run at time 24 hour. Product: C(C1=CC=CC=C1)OC(=O)N1CCC(CC1)NC(=O)N(C)C (1-Benzyloxycarbonyl-4-(dimethylaminocarbonylamino)-piperidine). Isolated yield 97.2%. RXN SMILES: [CH2:1]([O:8][C:9]([N:11]1[CH2:16][CH2:15][CH:14]([N:17]=[C:18]=[O:19])[CH2:13][CH2:12]1)=[O:10])[C:2]1[CH:7]=[CH:6][CH:5]=[CH:4][CH:3]=1.[CH3:20][NH:21][CH3:22].O.Cl>C1COCC1>[CH2:1]([O:8][C:9]([N:11]1[CH2:16][CH2:15][CH:14]([NH:17][C:18]([N:21]([CH3:22])[CH3:20])=[O:19])[CH2:13][CH2:12]1)=[O:10])[C:2]1[CH:7]=[CH:6][CH:5]=[CH:4][CH:3]=1. Procedure: To 0.83 g (3.2 mmol) of (1-benzyloxycarbonylpiperidin-4-yl)isocyanate from Example 64, Step A in 10 mL was added 16 mL (32 mmol) of 2 M dimethylamine in THF. The reaction was stirred under nitrogen at rt for 24 h and then poured into water containing 20 mL of 2 N hydrochloric acid and was extracted twice with ethyl acetate. The organic layers were each washed with a portion of brine, dried over sodium sulfate, combined and concentrated to give 0.95 g of the crude title compound which can be used... Reactants: C(C)OC=1C=NC(=NC1)C1=C(C(=O)N[C@@H]2[C@H](CCC2)NC2=NC=C(N=C2)C(F)(F)F)C=CC=C1 (2-(5-Ethoxypyrimidin-2-yl)-N-[(1S,2S)-2-{[5-(trifluoromethyl)pyrazin-2-yl]amino}cyclopentyl]benzamide), FC=1C=CC(=C(C(=O)O)C1)C1=NC=CC=N1 (5-fluoro-2-(pyrimidin-2-yl)benzoic acid), Cl.FC=1C(=NC=C(C1)C(F)(F)F)N[C@@H]1[C@H](CCC1)N ((1S,2S)-1-N-[3-fluoro-5-(trifluoromethyl)pyridin-2-yl]cyclopentane-1,2-diamine hydrochloride), Cl.FC=1C(=NC=C(C1)C(F)(F)F)N[C@@H]1[C@H](CCC1)N ((1S,2S)-1-N-[3-fluoro-5-(trifluoromethyl)pyridin-2-yl]cyclopentane-1,2-diamine hydrochloride). Yields the product FC=1C=CC(=C(C(=O)N[C@@H]2[C@H](CCC2)NC2=NC=C(C=C2F)C(F)(F)F)C1)C1=NC=CC=N1 (5-Fluoro-N-[(1S,2S)-2-{[3-fluoro-5-(trifluoromethyl)pyridin-2-yl]amino}cyclopentyl]-2-(pyrimidin-2-yl)benzamide). As a reaction SMILES: C(OC1C=NC(C2C=CC=CC=2C(N[C@H]2CCC[C@@H]2NC2C=NC(C(F)(F)F)=CN=2)=O)=NC=1)C.Cl.[F:36][C:37]1[C:38]([NH:47][C@H:48]2[CH2:52][CH2:51][CH2:50][C@@H:49]2[NH2:53])=[N:39][CH:40]=[C:41]([C:43]([F:46])([F:45])[F:44])[CH:42]=1.[F:54][C:55]1[CH:56]=[CH:57][C:58]([C:64]2[N:69]=[CH:68][CH:67]=[CH:66][N:65]=2)=[C:59]([CH:63]=1)[C:60](O)=[O:61]>>[F:54][C:55]1[CH:56]=[CH:57][C:58]([C:64]2[N:65]=[CH:66][CH:67]=[CH:68][N:69]=2)=[C:59]([CH:63]=1)[C:60]([NH:53][C@H:49]1[CH2:50][CH2:51][CH2:52][C@@H:48]1[NH:47][C:38]1[C:37]([F:36])=[CH:42][C:41]([C:43]([F:46])([F:44])[F:45])=[CH:40][N:39]=1)=[O:61] |f:1.2|. Procedure: Prepared according to the procedure for 2-(5-Ethoxypyrimidin-2-yl)-N-[(1S,2S)-2-{[5-(trifluoromethyl)pyrazin-2-yl]amino}cyclopentyl]benzamide (Example 135) from (1S,2S)-1-N-[3-fluoro-5-(trifluoromethyl)pyridin-2-yl]cyclopentane-1,2-diamine hydrochloride (Intermediate 34: 200 mg, 0.76 mmol) and 5-fluoro-2-(pyrimidin-2-yl)benzoic acid (CAS number 1293284-57-7; 166 mg, 0.76 mmol) except after the reaction was complete it was concentrated in vacuo and the residue was purified by reverse phase column... As a reaction SMILES: [CH2:1]([C@H:8]1[CH2:12][O:11][C:10](=[O:13])[N:9]1[C:14](=[O:19])[CH2:15][O:16][CH2:17][CH3:18])[C:2]1[CH:7]=[CH:6][CH:5]=[CH:4][CH:3]=1.FC(F)(F)S(O)(=O)=O.C(BCCCC)CCC.[CH:37]([C:39]1[CH:44]=[CH:43][C:42]([C:45]2[CH:50]=[CH:49][CH:48]=[C:47]([CH2:51][N:52]([CH3:61])[C:53](=[O:60])[C:54]3[CH:59]=[CH:58][CH:57]=[CH:56][CH:55]=3)[CH:46]=2)=[CH:41][CH:40]=1)=[O:38].OO>ClCCl.CO.O>[CH2:1]([C@H:8]1[CH2:12][O:11][C:10](=[O:13])[N:9]1[C:14](=[O:19])[C@@H:15]([O:16][CH2:17][CH3:18])[C@@H:37]([C:39]1[CH:44]=[CH:43][C:42]([C:45]2[CH:50]=[CH:49][CH:48]=[C:47]([CH2:51][N:52]([CH3:61])[C:53](=[O:60])[C:54]3[CH:55]=[CH:56][CH:57]=[CH:58][CH:59]=3)[CH:46]=2)=[CH:41][CH:40]=1)[OH:38])[C:2]1[CH:3]=[CH:4][CH:5]=[CH:6][CH:7]=1 |f:1.2|. Yields the product C(C1=CC=CC=C1)[C@@H]1N(C(OC1)=O)C([C@H]([C@H](O)C1=CC=C(C=C1)C1=CC(=CC=C1)CN(C(C1=CC=CC=C1)=O)C)OCC)=O (N-{4′-[(1R,2S)-3-((S)-4-benzyl-2-oxo-oxazolidin-3-yl)-2-ethoxy-1-hydroxy-3-oxopropyl]biphenyl-3-ylmethyl}-N-methylbenzamide). Isolated yield 47.8%. Run in CO (methanol), O (water), ClCCl (dichloromethane), ClCCl (dichloromethane), CO (methanol). Run at temperature 0 celsius, time 1 hour. Procedure: 1.8 g (6.7 mmol) of (S)-4-benzyl-3-(2-ethoxy-ethanoyl) oxazolidin-2-one amd 15 ml of dichloromethane are introduced into a three-necked flask under argon. 7.3 ml (8 mmol) of dibutylborane trifluoromethane-sulfonate and 1.3 ml (8 mmol) of diisopropylethylamineare successively added dropwise at 0° C., and the mixture is stirred for one hour. At −78° C., a solution of 2 g (6 mmol) of N-(4′-formylbiphenyl-3-ylmethyl)-N-methylbenzamide (prepared in Example 1(e)) in 25 ml of dichloromethane is added a... Starting materials: OO (hydrogen peroxide), C(=O)C1=CC=C(C=C1)C1=CC(=CC=C1)CN(C(C1=CC=CC=C1)=O)C (N-(4′-formylbiphenyl-3-ylmethyl)-N-methylbenzamide), FC(S(=O)(=O)O)(F)F.C(CCC)BCCCC (dibutylborane trifluoromethane-sulfonate), C(C1=CC=CC=C1)[C@@H]1N(C(OC1)=O)C(COCC)=O ((S)-4-benzyl-3-(2-ethoxy-ethanoyl) oxazolidin-2-one), buffer solution. The reactants are [N+](=O)([O-])C1=C(C(C(=O)OC)=CC(=C1N)Cl)O (Methyl 3-nitro-4-amino-5-chlorosalicylate). The reagents and catalysts are [Pt] (Pt/C). Solvent: C(C)O (ethanol). The product is NC1=C(C(C(=O)OC)=CC(=C1N)Cl)O (methyl 3,4-diamino-5-chlorosalicylate). RXN SMILES: [N+:1]([C:4]1[C:13]([NH2:14])=[C:12]([Cl:15])[CH:11]=[C:6]([C:7]([O:9][CH3:10])=[O:8])[C:5]=1[OH:16])([O-])=O>C(O)C.[Pt]>[NH2:1][C:4]1[C:13]([NH2:14])=[C:12]([Cl:15])[CH:11]=[C:6]([C:7]([O:9][CH3:10])=[O:8])[C:5]=1[OH:16]. Procedure: Methyl 3-nitro-4-amino-5-chlorosalicylate (4.1 g, 0.017 mmol) is hydrogenated at 45 initial psi in 450 ml ethanol for 30 minutes using 2.1 g of 10% Pt/C. The catalyst is then filtered (celite) and washed with ethylacetate (450 ml) and the filtrate evaporated in vacuo to give methyl 3,4-diamino-5-chlorosalicylate which is used directly in the next step.